From a dataset of the Open Reaction Database (ORD), a public repository of structured organic reaction records. describe an organic reaction: reactants, conditions, products, and yield Reactants: IC1=NN2C(C(NC(C2)C)=O)=C1C(=O)OCC (Ethyl 2-iodo-6-methyl-4-oxo-4,5,6,7-tetrahydropyrazolo[1,5-a]pyrazine-3-carboxylate), B.C1CCOC1 (BH3.THF), C(C)O (Ethanol). Solvent: C1CCOC1 (THF). Conditions: temperature 70 celsius, time 16 hour. Yields the product IC1=NN2C(CNC(C2)C)=C1C(=O)OCC (Ethyl 2-iodo-6-methyl-4,5,6,7-tetrahydropyrazolo[1,5-a]pyrazine-3-carboxylate). The yield is 49.5%. As a reaction SMILES: [I:1][C:2]1[C:12]([C:13]([O:15][CH2:16][CH3:17])=[O:14])=[C:5]2[C:6](=O)[NH:7][CH:8]([CH3:10])[CH2:9][N:4]2[N:3]=1.B.C1COCC1.C(O)C>C1COCC1>[I:1][C:2]1[C:12]([C:13]([O:15][CH2:16][CH3:17])=[O:14])=[C:5]2[CH2:6][NH:7][CH:8]([CH3:10])[CH2:9][N:4]2[N:3]=1 |f:1.2|. Procedure: To a solution of Intermediate 340B (4.0 g, 11.46 mmol) in THF (40 mL) was added BH3.THF (40.1 mL, 80 mmol, 1M in THF) and the reaction mixture was stirred at 70° C. for 16 h. Ethanol (10 mL) was added and the reaction mixture was heated to reflux for 1 h. The reaction mixture was concentrated to afford Intermediate 340C (1.9 g, 40% yield) as a pale brown liquid. MS(ES): m/z=336 [M+H]+. The crude compound was taken to the next step without further purification. Reactants: CS(=O)(=O)OCCn1cc2c(n1)CCc1c-2sc2ncnc(Nc3ccc(OCc4cccc(F)c4)c(Cl)c3)c12, CN1CCNCC1, CC#N, CCN(C(C)C)C(C)C. Yields the product CN1CCN(CCn2cc3c(n2)CCc2c-3sc3ncnc(Nc4ccc(OCc5cccc(F)c5)c(Cl)c4)c23)CC1. As a reaction SMILES: [CH3:1][S:2]([O:3][CH2:6][CH2:7][n:8]1[n:9][c:10]2[c:15]([cH:16]1)-[c:14]1[c:13]([c:19]3[c:18]([s:17]1)[n:23][cH:22][n:21][c:20]3[NH:24][c:25]1[cH:26][c:27]([Cl:40])[c:28]([O:31][CH2:32][c:33]3[cH:34][c:35]([F:39])[cH:36][cH:37][cH:38]3)[cH:29][cH:30]1)[CH2:12][CH2:11]2)(=[O:4])=[O:5].[CH3:41][N:42]1[CH2:43][CH2:44][NH:45][CH2:46][CH2:47]1.[CH3:57][C:58]#[N:59].[CH:48]([N:49]([CH:50]([CH3:51])[CH3:52])[CH2:53][CH3:54])([CH3:55])[CH3:56]>>[CH2:6]([CH2:7][n:8]1[n:9][c:10]2[c:15]([cH:16]1)-[c:14]1[c:13]([c:19]3[c:18]([s:17]1)[n:23][cH:22][n:21][c:20]3[NH:24][c:25]1[cH:26][c:27]([Cl:40])[c:28]([O:31][CH2:32][c:33]3[cH:34][c:35]([F:39])[cH:36][cH:37][cH:38]3)[cH:29][cH:30]1)[CH2:12][CH2:11]2)[N:45]1[CH2:44][CH2:43][N:42]([CH3:41])[CH2:47][CH2:46]1. Starting materials: ON1C(CC(CC1(C)C)NC(C)=O)(C)C (1-oxyl-4-acetamido-2,2,6,6-tetramethylpiperidine), C1(=CC(=CC=C1)C)C (m-xylene). Conditions: temperature 133 celsius. The product is CC=1C=C(CON2C(CC(CC2(C)C)NC(C)=O)(C)C)C=CC1 (1-(3-Methylbenzyl)oxy-4-acetamido-2,2,6,6-tetramethylpiperidine). Isolated yield 25.3%. RXN SMILES: [OH:1][N:2]1[C:7]([CH3:9])([CH3:8])[CH2:6][CH:5]([NH:10][C:11](=[O:13])[CH3:12])[CH2:4][C:3]1([CH3:15])[CH3:14].[C:16]1([CH3:23])[CH:21]=[CH:20][CH:19]=[C:18]([CH3:22])[CH:17]=1>>[CH3:23][C:16]1[CH:17]=[C:18]([CH:19]=[CH:20][CH:21]=1)[CH2:22][O:1][N:2]1[C:7]([CH3:8])([CH3:9])[CH2:6][CH:5]([NH:10][C:11](=[O:13])[CH3:12])[CH2:4][C:3]1([CH3:15])[CH3:14]. Procedure: A mixture of 10.67 g (0.05 mol) of 1-oxyl-4-acetamido-2,2,6,6-tetramethylpiperidine and 106.17 g (1.0 mol) of m-xylene under a nitrogen atmosphere is heated at 133° C. for 67 hours. The reaction mixture is filtered to remove the hydroxylamine, and the filtrate is washed with 10 w/v % ascorbic acid (3×33 mL) and distilled water (2×50 mL). The organic phase is dried over anhydrous sodium sulfate and the volatiles are removed in vacuo. The residue is recrystallized from acetonitrile to give 4.03 g ... The reactants are CCCC[Sn](CCCC)(CCCC)c1ccncc1, ClC(Cl)Cl, [Cu]I, O=[N+]([O-])c1cc(I)c2occc2c1, [Na+], CN(C)C=O, [OH-]. Product: O=[N+]([O-])c1cc(-c2ccncc2)c2occc2c1. Reaction SMILES: [CH2:14]([Sn:15]([CH2:16][CH2:17][CH2:18][CH3:25])([c:19]1[cH:20][cH:21][n:22][cH:23][cH:24]1)[CH2:26][CH2:27][CH2:28][CH3:29])[CH2:30][CH2:31][CH3:32].[CH:42]([Cl:43])([Cl:44])[Cl:45].[Cu:40][I:41].[I:1][c:2]1[cH:3][c:4]([N+:11](=[O:12])[O-:13])[cH:5][c:6]2[cH:7][cH:8][o:9][c:10]12.[Na+:39].[O:33]=[CH:34][N:35]([CH3:36])[CH3:37].[OH-:38]>>[c:2]1(-[c:19]2[cH:20][cH:21][n:22][cH:23][cH:24]2)[cH:3][c:4]([N+:11](=[O:12])[O-:13])[cH:5][c:6]2[cH:7][cH:8][o:9][c:10]12. Starting materials: ClC=1C(=NN(C1C)CC(=O)C1CCN(CC1)C1=C(C=C(C(=C1)O)Cl)Cl)C(F)(F)F (2-(4-chloro-5-methyl-3-(trifluoromethyl)-1H-pyrazol-1-yl)-1-(1-(2,4-dichloro-5-hydroxyphenyl)piperidin-4-yl)ethanone), IC(C)C (2-iodopropane), C([O-])([O-])=O.[Cs+].[Cs+] (cesium carbonate). Solvent: C(C)#N (acetonitrile). Conditions: temperature 50 celsius, time 1 hour. Product: ClC=1C(=NN(C1C)CC(=O)C1CCN(CC1)C1=C(C=C(C(=C1)OC(C)C)Cl)Cl)C(F)(F)F (2-(4-chloro-5-methyl-3-(trifluoromethyl)-1H-pyrazol-1-yl)-1-(1-(2,4-dichloro-5-isopropoxyphenyl)piperidin-4-yl)ethanone). RXN SMILES: [Cl:1][C:2]1[C:3]([C:26]([F:29])([F:28])[F:27])=[N:4][N:5]([CH2:8][C:9]([CH:11]2[CH2:16][CH2:15][N:14]([C:17]3[CH:22]=[C:21]([OH:23])[C:20]([Cl:24])=[CH:19][C:18]=3[Cl:25])[CH2:13][CH2:12]2)=[O:10])[C:6]=1[CH3:7].I[CH:31]([CH3:33])[CH3:32].C(=O)([O-])[O-].[Cs+].[Cs+]>C(#N)C>[Cl:1][C:2]1[C:3]([C:26]([F:29])([F:28])[F:27])=[N:4][N:5]([CH2:8][C:9]([CH:11]2[CH2:16][CH2:15][N:14]([C:17]3[CH:22]=[C:21]([O:23][CH:31]([CH3:33])[CH3:32])[C:20]([Cl:24])=[CH:19][C:18]=3[Cl:25])[CH2:13][CH2:12]2)=[O:10])[C:6]=1[CH3:7] |f:2.3.4|. Reported procedure: A solution of 2-(4-chloro-5-methyl-3-(trifluoromethyl)-1H-pyrazol-1-yl)-1-(1-(2,4-dichloro-5-hydroxyphenyl)piperidin-4-yl)ethanone (30 mg, 0.064 mmol) in anhydrous acetonitrile (1.5 mL) was treated with 2-iodopropane (0.019 mL, 0.191 mmol) and cesium carbonate (41.5 mg, 0.127 mmol) and the mixture stirred at 50° C. for 1 h. After this time, the mixture was concentrated on a rotary evaporator and the resultant residue was partitioned between water and EtOAc. The EtOAc phase was washed with brine,... Reactants: ice, [H-].[Na+] (NaH), C(C)(=O)Cl (acetyl chloride), C1(=CC=CC=C1)NC1=C(N=NS1)C(=O)N (5-phenylamino-[1,2,3]thiadiazole-4-carboxylic acid amide). The solvent is CN(C)C=O (DMF), CN(C)C=O (DMF). Conditions: time 1 hour. Product: C(C)(=O)NC(=O)C=1N=NSC1NC1=CC=CC=C1 (5-Phenylamino-[1,2,3]thiadiazole-4-carboxylic Acid Acetylamide). Isolated yield 39.8%. Reaction SMILES: [H-].[Na+].[C:3]1([NH:9][C:10]2[S:14][N:13]=[N:12][C:11]=2[C:15]([NH2:17])=[O:16])[CH:8]=[CH:7][CH:6]=[CH:5][CH:4]=1.[C:18](Cl)(=[O:20])[CH3:19]>CN(C=O)C>[C:18]([NH:17][C:15]([C:11]1[N:12]=[N:13][S:14][C:10]=1[NH:9][C:3]1[CH:4]=[CH:5][CH:6]=[CH:7][CH:8]=1)=[O:16])(=[O:20])[CH3:19] |f:0.1|. Reported procedure: To an ice-cooled suspension of NaH (16 mg 60% in oil, 0.23 mmole) in 1.5 mL of DMF was added 0.5 mL of DMF solution of 5-phenylamino-[1,2,3]thiadiazole-4-carboxylic acid amide (50 mg, 0.23 mmole). The mixture was stirred at room temperature for 1 h, and then cooled in an ice bath. To the cooled solution was added acetyl chloride (18.6 mg, 0.24 mmole), resulting in the formation of a yellowish solution that was kept stirring at room temperature for 1.5 h. The reaction was then quenched with a mix... Reaction SMILES: [F:1][C:2]1[CH:3]=[C:4]2[C:8](=[CH:9][C:10]=1[F:11])[NH:7][C:6]([C:12]1[CH:13]=[CH:14][C:15]([O:19][CH3:20])=[C:16]([NH2:18])[CH:17]=1)=[CH:5]2.[N:21]([C:24]1[CH:25]=[N:26][CH:27]=[CH:28][CH:29]=1)=[C:22]=[S:23]>O1CCCC1>[F:1][C:2]1[CH:3]=[C:4]2[C:8](=[CH:9][C:10]=1[F:11])[NH:7][C:6]([C:12]1[CH:13]=[CH:14][C:15]([O:19][CH3:20])=[C:16]([NH:18][C:22]([NH:21][C:24]3[CH:25]=[N:26][CH:27]=[CH:28][CH:29]=3)=[S:23])[CH:17]=1)=[CH:5]2. Solvent: O1CCCC1 (tetrahydrofuran). Starting materials: FC=1C=C2C=C(NC2=CC1F)C=1C=CC(=C(C1)N)OC (5-(5,6-Difluoro-1H-indol-2-yl)-2-methoxy-phenylamine), FC=1C=C2C=C(NC2=CC1F)C=1C=CC(=C(C1)N)OC (5-(5,6-difluoro-1H-indol-2-yl)-2-methoxy-phenylamine), N(=C=S)C=1C=NC=CC1 (3-isothiocyanatopyridine). Product: FC=1C=C2C=C(NC2=CC1F)C=1C=CC(=C(C1)NC(=S)NC=1C=NC=CC1)OC (1-[5-(5,6-Difluoro-1H-indol-2-yl)-2-methoxy-phenyl]-3-pyridin-3-yl-thiourea). Run at temperature 50 celsius, time 8 hour. Procedure details: The product from Example 3, 5-(5,6-difluoro-1H-indol-2-yl)-2-methoxy-phenylamine (0.277 g, 1.0 mmol) was mixed with 3-isothiocyanatopyridine (0.146 g, 1.07 mmol) in tetrahydrofuran (10 mL) and was heated briefly to 50° C. and then allowed to stand overnight at room temperature. The tetrahydrofuran was removed on the rotary evaporator to give a solid. The solid was triturated with hexanes/ethyl acetate, 1/1, v/v and was triturated a second time with hexanes/ethyl acetate, 4/1, v/v to give the pro... Reactants: CC=1C=C(C(Cl)Cl)C=CC1 (3-methyl benzal chloride), C(Cl)(Cl)(Cl)Cl (carbon tetrachloride), [OH-].[Na+] (sodium hydroxide). Reagents/catalysts: CCCCCCCCCCCC[N+](C)(C)C.[Cl-] (Aliquat 4). Product: CC=1C=C(C=CC1)C(Cl)(Cl)Cl (3-Methyl Benzotrichloride). Isolated yield 101.3%. RXN SMILES: [CH3:1][C:2]1[CH:3]=[C:4]([CH:8]=[CH:9][CH:10]=1)[CH:5]([Cl:7])[Cl:6].[OH-].[Na+].C(Cl)(Cl)(Cl)[Cl:14]>CCCCCCCCCCCC[N+](C)(C)C.[Cl-]>[CH3:1][C:2]1[CH:3]=[C:4]([C:5]([Cl:14])([Cl:7])[Cl:6])[CH:8]=[CH:9][CH:10]=1 |f:1.2,4.5|. Procedure: 70.0 gms of 3-methyl benzal chloride dissolved in 286.4 gms of carbon tetrachloride was charged into a reaction vessel with 2.67 gms of Aliquat 4 (dodecyltrimethylammonium chloride in alcohol). 192 gms of 50% aqueous sodium hydroxide was added and the mixture heated to reflux for a period of about 4 hours. During this period water was continuously removed from the reaction media using a Dean Stark Trap. After completion of the reaction, the mixture was filtered, water was added to the mixture, a... The reactants are COc1cccc(CN)c1, COC(=O)C(OC)OC, CCCCCCC. Product: COc1cccc(CNC(=O)C(OC)OC)c1. As a reaction SMILES: [CH3:10][O:11][c:12]1[cH:13][c:14]([CH2:15][NH2:16])[cH:17][cH:18][cH:19]1.[CH3:1][O:2][CH:3]([C:4]([O:6][CH3:5])=[O:7])[O:8][CH3:9].[CH3:20][CH2:21][CH2:22][CH2:23][CH2:24][CH2:25][CH3:26]>>[CH3:1][O:2][CH:3]([C:4](=[O:6])[NH:16][CH2:15][c:14]1[cH:13][c:12]([O:11][CH3:10])[cH:19][cH:18][cH:17]1)[O:8][CH3:9].